Dataset: the Open Reaction Database (ORD), a public repository of structured organic reaction records. Task: describe an organic reaction: reactants, conditions, products, and yield Starting materials: S(=O)(Cl)Cl (thionyl chloride), CC1=C(N=C(S1)C1=CC=CC=C1)COC1=CC=C(CO)C=C1 (4-(5-methyl-2-phenyl-4-thiazolylmethoxy)benzyl alcohol), O1CCCC1 (tetrahydrofuran). The solvent is C1(=CC=CC=C1)C (toluene), C1(=CC=CC=C1)C (toluene). Run at time 2 hour. The product is ClCC1=CC=C(OCC=2N=C(SC2C)C2=CC=CC=C2)C=C1 (4-(4-chloromethylphenoxymethyl)-5-methyl-2-phenylthiazole). The yield is 94.0%. Reaction SMILES: S(Cl)([Cl:3])=O.[CH3:5][C:6]1[S:10][C:9]([C:11]2[CH:16]=[CH:15][CH:14]=[CH:13][CH:12]=2)=[N:8][C:7]=1[CH2:17][O:18][C:19]1[CH:26]=[CH:25][C:22]([CH2:23]O)=[CH:21][CH:20]=1.O1CCCC1>C1(C)C=CC=CC=1>[Cl:3][CH2:23][C:22]1[CH:25]=[CH:26][C:19]([O:18][CH2:17][C:7]2[N:8]=[C:9]([C:11]3[CH:16]=[CH:15][CH:14]=[CH:13][CH:12]=3)[S:10][C:6]=2[CH3:5])=[CH:20][CH:21]=1. Procedure details: A solution of thionyl chloride (1.5 mL) in toluene (5 mL) was added to a mixture of 4-(5-methyl-2-phenyl-4-thiazolylmethoxy)benzyl alcohol (4.50 g), tetrahydrofuran (50 mL) and toluene (50 mL) under ice-cooling, which was stirred at room temperature for 2 hours. The reaction mixture was concentrated. The residue was dissolved in ethyl acetate, which was washed with saturated aqueous sodium bicarbonate solution, then with saturated aqueous sodium chloride solution. The organic layer was dried ove... Reactants: CO (methanol), SC=1NC2=C(N1)C=CC(=C2)OC (2-mercapto-5-methoxybenzimidazole), BrC(C#N)C1=NC=C(C(=C1C)OC)C (bromo(4-methoxy-3,5-dimethyl-2-pyridyl)acetonitrile). Run in [OH-].[Na+] (sodium hydroxide). Yields the product COC1=CC2=C(N=C(N2)SC(C#N)C2=NC=C(C(=C2C)OC)C)C=C1 ([(5-methoxy-2-benzimidazolyl)thio](4-methoxy-3,5-dimethyl-2-pyridyl)acetonitrile). The yield is 58.0%. RXN SMILES: [SH:1][C:2]1[NH:3][C:4]2[CH:10]=[C:9]([O:11][CH3:12])[CH:8]=[CH:7][C:5]=2[N:6]=1.CO.Br[CH:16]([C:19]1[C:24]([CH3:25])=[C:23]([O:26][CH3:27])[C:22]([CH3:28])=[CH:21][N:20]=1)[C:17]#[N:18]>[OH-].[Na+]>[CH3:12][O:11][C:9]1[CH:8]=[CH:7][C:5]2[N:6]=[C:2]([S:1][CH:16]([C:19]3[C:24]([CH3:25])=[C:23]([O:26][CH3:27])[C:22]([CH3:28])=[CH:21][N:20]=3)[C:17]#[N:18])[NH:3][C:4]=2[CH:10]=1 |f:3.4|. Reported procedure: To a solution of 2-mercapto-5-methoxybenzimidazole (15.1 g, 0.14 mole) dissolved in 40 ml of 8.4% sodium hydroxide, was added 170 ml of methanol, followed by bromo(4-methoxy-3,5-dimethyl-2-pyridyl)acetonitrile(21.4 g, 0.11 mole) at room temperature. The mixture was heated to reflux for 1 h under a nitrogen atmosphere. The resulting precipitate was removed by filtration and the methanol was evaporated. The residue obtained was extracted with chloroform, and the chloroform was washed 3 times with ... Reactants: C1(CCCCC1)C1=CC=C(N)C=C1 (4-Cyclohexylaniline), ClC1=NC=C(C(=O)Cl)C=C1 (6-Chloronicotinoyl chloride), C(C)(=O)OCC (Ethyl acetate). Run in C1(=CC=CC=C1)C (toluene). Reaction conditions: temperature 0 celsius, time 1 hour. The product is ClC1=NC=C(C(=O)NC2=CC=C(C=C2)C2CCCCC2)C=C1 (6-Chloro-N-(4-cyclohexylphenyl)nicotinamide). The yield is 93.2%. Reaction SMILES: [Cl:1][C:2]1[CH:10]=[CH:9][C:5]([C:6](Cl)=[O:7])=[CH:4][N:3]=1.[CH:11]1([C:17]2[CH:23]=[CH:22][C:20]([NH2:21])=[CH:19][CH:18]=2)[CH2:16][CH2:15][CH2:14][CH2:13][CH2:12]1.C(OCC)(=O)C>C1(C)C=CC=CC=1>[Cl:1][C:2]1[CH:10]=[CH:9][C:5]([C:6]([NH:21][C:20]2[CH:22]=[CH:23][C:17]([CH:11]3[CH2:16][CH2:15][CH2:14][CH2:13][CH2:12]3)=[CH:18][CH:19]=2)=[O:7])=[CH:4][N:3]=1. Procedure: 6-Chloronicotinoyl chloride (0.24 g) was dissolved in toluene (5 mL), and the solution was cooled to 0° C. 4-Cyclohexylaniline (0.47 g) was added thereto at 0° C., and the mixture was stirred at room temperature for 1 hour. Ethyl acetate was added thereto, and the organic layer was washed with a 1 N aqueous sodium hydroxide solution and water and dried over sodium sulfate. After concentration under reduced pressure, the obtained solid was collected by filtration and washed with diethyl ether. Th... Reactants: CO, Cl, COC(=O)c1cc(-c2cnc3cccnn23)c(C(F)F)s1, [Na+], [OH-], O. Product: O=C(O)c1cc(-c2cnc3cccnn23)c(C(F)F)s1. RXN SMILES: [CH3:25][OH:26].[ClH:24].[F:1][CH:2]([c:3]1[c:4](-[c:12]2[cH:13][n:14][c:15]3[n:16]2[n:17][cH:18][cH:19][cH:20]3)[cH:5][c:6]([C:8](=[O:9])[O:10][CH3:11])[s:7]1)[F:21].[Na+:23].[OH-:22].[OH2:27]>>[F:1][CH:2]([c:3]1[c:4](-[c:12]2[cH:13][n:14][c:15]3[n:16]2[n:17][cH:18][cH:19][cH:20]3)[cH:5][c:6]([C:8](=[O:9])[OH:10])[s:7]1)[F:21]. Reactants: ClCC=1N=C(OC1C)C1=CC=CC=C1 (4-chloromethyl-5-methyl-2-phenyloxazole), [H-].[Na+] (sodium hydride), COC(C(CC1=CC=C(C=2SC=CC21)O)OCC)=O ([rac]-2-ethoxy-3-(7-hydroxy-benzo[b]thiophen-4-yl)-propionic acid methyl ester). The solvent is CN(C=O)C (N,N-dimethylformamide). Product: COC(C(CC1=CC=C(C=2SC=CC21)OCC=2N=C(OC2C)C2=CC=CC=C2)OCC)=O ([rac]-2-ethoxy-3-[7-(5-methyl-2-phenyl-oxazol-4-ylmethoxy)-benzo[b]thiophen-4yl]-propionic acid methyl ester). RXN SMILES: [CH3:1][O:2][C:3](=[O:19])[CH:4]([O:16][CH2:17][CH3:18])[CH2:5][C:6]1[C:14]2[CH:13]=[CH:12][S:11][C:10]=2[C:9]([OH:15])=[CH:8][CH:7]=1.Cl[CH2:21][C:22]1[N:23]=[C:24]([C:28]2[CH:33]=[CH:32][CH:31]=[CH:30][CH:29]=2)[O:25][C:26]=1[CH3:27].[H-].[Na+]>CN(C)C=O>[CH3:1][O:2][C:3](=[O:19])[CH:4]([O:16][CH2:17][CH3:18])[CH2:5][C:6]1[C:14]2[CH:13]=[CH:12][S:11][C:10]=2[C:9]([O:15][CH2:21][C:22]2[N:23]=[C:24]([C:28]3[CH:33]=[CH:32][CH:31]=[CH:30][CH:29]=3)[O:25][C:26]=2[CH3:27])=[CH:8][CH:7]=1 |f:2.3|. Procedure details: In analogy to the procedure described in example 108 c], [rac]-2-ethoxy-3-(7-hydroxy-benzo[b]thiophen-4-yl)-propionic acid methyl ester was treated with 4-chloromethyl-5-methyl-2-phenyloxazole and sodium hydride in N,N-dimethylformamide to yield [rac]-2-ethoxy-3-[7-(5-methyl-2-phenyl-oxazol-4-ylmethoxy)-benzo[b]thiophen-4yl]-propionic acid methyl ester, which was further saponified in analogy to the procedure described in example 91 e] to yield [rac]-2-ethoxy-3-[7-(5-methyl-2-phenyl-oxazol-4-ylm... The reactants are C(C1=CC=CC=C1)OC1=CC=C(C=C1)N1C(N(C=2C1=NC=C(C2)Cl)CC)=O (3-[4-(benzyloxy)phenyl]-6-chloro-1-ethyl-1,3-dihydro-2H-imidazo[4,5-b]pyridin-2-one). Reagents/catalysts: [Pd] (Pd—C). Run in CCOC(=O)C (EtOAc). Run at time 3 hour. Yields the product ClC=1C=C2C(=NC1)N(C(N2CC)=O)C2=CC=C(C=C2)O (6-chloro-1-ethyl-3-(4-hydroxyphenyl)-1,3-dihydro-2H-imidazo[4,5-b]pyridin-2-one). Isolated yield 18.4%. As a reaction SMILES: C([O:8][C:9]1[CH:14]=[CH:13][C:12]([N:15]2[C:19]3=[N:20][CH:21]=[C:22]([Cl:24])[CH:23]=[C:18]3[N:17]([CH2:25][CH3:26])[C:16]2=[O:27])=[CH:11][CH:10]=1)C1C=CC=CC=1>CCOC(C)=O.[Pd]>[Cl:24][C:22]1[CH:23]=[C:18]2[N:17]([CH2:25][CH3:26])[C:16](=[O:27])[N:15]([C:12]3[CH:13]=[CH:14][C:9]([OH:8])=[CH:10][CH:11]=3)[C:19]2=[N:20][CH:21]=1. Procedure details: A mixture of 3-[4-(benzyloxy)phenyl]-6-chloro-1-ethyl-1,3-dihydro-2H-imidazo[4,5-b]pyridin-2-one (500 mg) and 10% Pd—C (140 mg) in EtOAc (10 mL) was hydrogenated under balloon pressure at room temperature for 3 h. The catalyst was removed by filtration and the filtrate was concentrated in vacuo. The residue was purified by column chromatography (silica gel, eluted with 0%-50% EtOAc in hexane) to give 6-chloro-1-ethyl-3-(4-hydroxyphenyl)-1,3-dihydro-2H-imidazo[4,5-b]pyridin-2-one (70 mg) as a whi... Starting materials: BrBr (bromine), ice water, S(=O)([O-])S(=O)[O-].[Na+].[Na+] (sodium dithionite), C(C)C1=CSC=2NC(C(NC21)=O)=O (7-ethylthieno[2,3-b]pyrazine-2,3(1H,4H)-dione), C(C)(=O)[O-].[Na+] (sodium acetate). Solvent: C(C)(=O)O (acetic acid), C(C)(=O)O (acetic acid). Conditions: time 0.5 hour. Yields the product BrC1=C(C2=C(NC(C(N2)=O)=O)S1)CC (6-Bromo-7-ethylthieno(2,3-b]pyrazine-2,3(1H,4H)-dione). Yield: 51.3%. As a reaction SMILES: [CH2:1]([C:3]1[C:11]2[NH:10][C:9](=[O:12])[C:8](=[O:13])[NH:7][C:6]=2[S:5][CH:4]=1)[CH3:2].C([O-])(=O)C.[Na+].[Br:19]Br.S(S([O-])=O)([O-])=O.[Na+].[Na+]>C(O)(=O)C>[Br:19][C:4]1[S:5][C:6]2[NH:7][C:8](=[O:13])[C:9](=[O:12])[NH:10][C:11]=2[C:3]=1[CH2:1][CH3:2] |f:1.2,4.5.6|. Reported procedure: A suspension of 7-ethylthieno[2,3-b]pyrazine-2,3(1H,4H)-dione (1.0 g, 5.1 mmol) and sodium acetate (0.84 g, 10.2 mmol) in 225 ml of acetic acid was stirred at 10°-15° C. under a dry nitrogen atmosphere. A solution of bromine (0.26 ml, 5.1 mmol) in 2 ml of acetic acid was added during 0.5 h. Stirring was continued for further 0.5 h at room temperature and the reaction mixture was poured into ice water. The reddish mixture was decolourized by the addition of a small amount of aqueous sodium dithio... Starting materials: ClCC1(NC(OC1)=O)C (4-(chloromethyl)-4-methyloxazolidin-2-one), C(C)(C)(C)OCl (tert-butylhypochlorite). Solvent: CO (MeOH). Product: ClN1C(OCC1(C)CCl)=O (3-Chloro-4-(chloromethyl)-4-methyloxazolidin-2-one), crystals. Isolated yield 74.7%. Reaction SMILES: [Cl:1][CH2:2][C:3]1([CH3:9])[CH2:7][O:6][C:5](=[O:8])[NH:4]1.C(O[Cl:15])(C)(C)C>CO>[Cl:15][N:4]1[C:3]([CH2:2][Cl:1])([CH3:9])[CH2:7][O:6][C:5]1=[O:8]. Procedure details: A solution of 4-(chloromethyl)-4-methyloxazolidin-2-one (13.39 g, 89.52 mmol) in MeOH (100 ml) was cooled to 0° C., and tert-butylhypochlorite (12.0 ml, 101 mmol) was added dropwise over 15 min. The solution was warmed to RT over 45 min, and concentrated in vacuo. The residue was crystallized by dissolution in ˜80 ml CH2Cl2 followed by careful layering of 60 ml hexanes to afford the title compound as white, fan-shaped crystals (12.31 g, 66.89 mmol, 75%). 1H NMR (CDCl3, 400 MHz) δ1.50 (s, 3H), 3.... Reactants: CC1CCN(CC1)CC=1C=C(OCCCN)C=CC1 (3-[3-[(4-methyl-1-piperidinyl)methyl]phenoxy]-1-propanamine), BrC1=NN=C(S1)N (5-bromo-1,3,4-thiadiazole-2-amine). Product: CC1CCN(CC1)CC=1C=C(OCCCNC=2SC(=NN2)N)C=CC1 (N-[3-[3-[(4-Methyl-1-piperidinyl)methyl]phenoxy]propyl]1,3,4-thiadiazole-2,5-diamine). Reaction SMILES: [CH3:1][CH:2]1[CH2:7][CH2:6][N:5]([CH2:8][C:9]2[CH:10]=[C:11]([CH:17]=[CH:18][CH:19]=2)[O:12][CH2:13][CH2:14][CH2:15][NH2:16])[CH2:4][CH2:3]1.Br[C:21]1[S:25][C:24]([NH2:26])=[N:23][N:22]=1>>[CH3:1][CH:2]1[CH2:7][CH2:6][N:5]([CH2:8][C:9]2[CH:10]=[C:11]([CH:17]=[CH:18][CH:19]=2)[O:12][CH2:13][CH2:14][CH2:15][NH:16][C:21]2[S:25][C:24]([NH2:26])=[N:23][N:22]=2)[CH2:4][CH2:3]1. Reported procedure: The compound is prepared by a method analogous to that of Example 51 from 3-[3-[(4-methyl-1-piperidinyl)methyl]phenoxy]-1-propanamine and 5-bromo-1,3,4-thiadiazole-2-amine. Starting materials: CC(C=CC1=C(C)CCCC1(C)C)=CC=CC(C)=CC(=O)O, CN(C)C=O. The product is CC(C=CC1=C(C)CCCC1(C)C)=CC=CC(C)=CC(=O)O. As a reaction SMILES: [CH3:1][C:2]([CH:3]=[CH:4][C:5]1=[C:6]([CH3:7])[CH2:8][CH2:9][CH2:10][C:11]1([CH3:12])[CH3:13])=[CH:14][CH:15]=[CH:16][C:17]([CH3:18])=[CH:19][C:20]([OH:21])=[O:22].[CH3:23][N:24]([CH3:25])[CH:26]=[O:27]>>[CH3:1][C:2]([CH:3]=[CH:4][C:5]1=[C:6]([CH3:7])[CH2:8][CH2:9][CH2:10][C:11]1([CH3:12])[CH3:13])=[CH:14][CH:15]=[CH:16][C:17]([CH3:18])=[CH:19][C:20](=[O:21])[OH:22].